From a dataset of the Open Reaction Database (ORD), a public repository of structured organic reaction records. describe an organic reaction: reactants, conditions, products, and yield Starting materials: CC1=C(C(=CC=C1)C1=CC=CC=C1)N (3-methyl-[1,1'-biphenyl]-2-amine), N(=O)OCCC(C)C (isoamyl nitrite), Cl (hydrochloric acid). The reagents and catalysts are [Cu](Cl)Cl (copper (II) chloride). The solvent is C(C)#N (acetonitrile), C(C)#N (acetonitrile). Run at time 2 hour. Product: ClC1=C(C=CC=C1C)C1=CC=CC=C1 (2-chloro-3-methyl-[1,1'-biphenyl]). RXN SMILES: [CH3:1][C:2]1[CH:7]=[CH:6][CH:5]=[C:4]([C:8]2[CH:13]=[CH:12][CH:11]=[CH:10][CH:9]=2)[C:3]=1N.N(OCCC(C)C)=O.[ClH:23]>C(#N)C.[Cu](Cl)Cl>[Cl:23][C:3]1[C:2]([CH3:1])=[CH:7][CH:6]=[CH:5][C:4]=1[C:8]1[CH:13]=[CH:12][CH:11]=[CH:10][CH:9]=1. Procedure: During a five minute period a solution of 3-methyl-[1,1'-biphenyl]-2-amine (5.8 g, 0.0316 mole) in 15 ml of dry acetonitrile was added to a stirred mixture of anhydrous copper (II) chloride (7.5 g, 0.038 mole) and isoamyl nitrite (5.55 g, 0.0474 mole) in 100 ml of anhydrous acetonitrile. The reaction mixture was stirred at room temperature for two hours, 65° for two hours, then room temperature for two days. The mixture was diluted with 600 ml of 2N aqueous hydrochloric acid and extracted with t... Reactants: NC=1C(=CC2=C(C1)C1=C(CNCC1)C(O2)=O)C (9-amino-1,2,3,4-tetrahydro-8-methyl-5H-[1]benzopyrano[3,4-c]pyridin-5-one), Cl (hydrochloric acid), C([O-])([O-])=O.[K+].[K+] (potassium carbonate), cuprous chloride, Cl (HCl), N(=O)[O-].[Na+] (sodium nitrite). Solvent: O (water), O (water). Run at temperature -5 celsius, time 15 minute. The product is ClC=1C(=CC2=C(C1)C1=C(CNCC1)C(O2)=O)C (9-Chloro-1,2,3,4-tetrahydro-8-methyl-5H-[1]benzopyrano[3,4-c]pyridin-5-one). RXN SMILES: N[C:2]1[C:3]([CH3:17])=[CH:4][C:5]2[O:15][C:14](=[O:16])[C:9]3[CH2:10][NH:11][CH2:12][CH2:13][C:8]=3[C:6]=2[CH:7]=1.N([O-])=O.[Na+].C(=O)([O-])[O-].[K+].[K+].[ClH:28]>O>[Cl:28][C:2]1[C:3]([CH3:17])=[CH:4][C:5]2[O:15][C:14](=[O:16])[C:9]3[CH2:10][NH:11][CH2:12][CH2:13][C:8]=3[C:6]=2[CH:7]=1 |f:1.2,3.4.5|. Procedure details: Concentrated hydrochloric acid (8 ml) is added to a stirred suspension of 9-amino-1,2,3,4-tetrahydro-8-methyl-5H-[1]benzopyrano[3,4-c]pyridin-5-one (1.5 g, 0.0065 moles) in water (5 ml). The solution is cooled to -5° C. and a solution of sodium nitrite (0.45 g, 0.0065 moles) in water (4 ml) is added dropwise. After 15 minutes the mixture is added to a solution of freshly prepared cuprous chloride (0.8 g, 0.008 moles) in 20% HCl (8 ml) and stirred for 15 minutes. The suspension is warmed on the s... The reactants are CN1CCN(Nc2ccc(Br)cc2[N+](=O)[O-])CC1, CC(=O)[O-], CC1(C)OB(C=C2c3ccc(F)cc3OCc3c(F)cccc32)OC1(C)C, [K+], CC(=O)[O-], CC(=O)[O-], C1COCCO1, O, O, [Pd+2], c1ccc(P(c2ccccc2)c2ccccc2)cc1. Yields the product CN1CCN(Nc2ccc(C=C3c4ccc(F)cc4OCc4c(F)cccc43)cc2[N+](=O)[O-])CC1. As a reaction SMILES: [Br:1][c:2]1[cH:3][c:4]([N+:16](=[O:17])[O-:18])[c:5]([NH:8][N:9]2[CH2:10][CH2:11][N:12]([CH3:15])[CH2:13][CH2:14]2)[cH:6][cH:7]1.[CH3:66][C:67](=[O:68])[O-:69].[F:19][c:20]1[cH:21][cH:22][c:23]2[c:24]([cH:45]1)[O:25][CH2:26][c:27]1[c:28]([cH:40][cH:41][cH:42][c:43]1[F:44])[C:29]2=[CH:30][B:31]1[O:32][C:33]([CH3:34])([CH3:35])[C:36]([CH3:37])([CH3:38])[O:39]1.[K+:65].[O-:79][C:80]([CH3:81])=[O:82].[O-:83][C:84]([CH3:85])=[O:86].[O:71]1[CH2:72][CH2:73][O:74][CH2:75][CH2:76]1.[OH2:70].[OH2:77].[Pd+2:78].[c:46]1([P:47]([c:48]2[cH:49][cH:50][cH:51][cH:52][cH:53]2)[c:54]2[cH:55][cH:56][cH:57][cH:58][cH:59]2)[cH:60][cH:61][cH:62][cH:63][cH:64]1>>[c:2]1([CH:30]=[C:29]2[c:23]3[cH:22][cH:21][c:20]([F:19])[cH:45][c:24]3[O:25][CH2:26][c:27]3[c:28]2[cH:40][cH:41][cH:42][c:43]3[F:44])[cH:3][c:4]([N+:16](=[O:17])[O-:18])[c:5]([NH:8][N:9]2[CH2:10][CH2:11][N:12]([CH3:15])[CH2:13][CH2:14]2)[cH:6][cH:7]1. Starting materials: C(C1=CC=CC=C1)N(CC1=CC=CC=C1)C[C@H]1CN(C(O1)=O)C1=CC(=C(C=C1)N1CCOCC1)F ((S)-5-((dibenzylamino)methyl)-3-(3-fluoro-4-morpholinophenyl)oxazolidin-2-one), [H][H] (hydrogen), N#N (N2). The reagents and catalysts are [Pd] (Pd—C). Solvent: CC(=O)C (acetone). The product is NC[C@H]1CN(C(O1)=O)C1=CC(=C(C=C1)N1CCOCC1)F ((S)-5-(aminomethyl)-3-(3-fluoro-4-morpholinophenyl) oxazolidin-2-one). Yield: 93.1%. RXN SMILES: C([N:8]([CH2:16][C@@H:17]1[O:21][C:20](=[O:22])[N:19]([C:23]2[CH:28]=[CH:27][C:26]([N:29]3[CH2:34][CH2:33][O:32][CH2:31][CH2:30]3)=[C:25]([F:35])[CH:24]=2)[CH2:18]1)CC1C=CC=CC=1)C1C=CC=CC=1.N#N.[H][H]>[Pd].CC(C)=O>[NH2:8][CH2:16][C@@H:17]1[O:21][C:20](=[O:22])[N:19]([C:23]2[CH:28]=[CH:27][C:26]([N:29]3[CH2:30][CH2:31][O:32][CH2:33][CH2:34]3)=[C:25]([F:35])[CH:24]=2)[CH2:18]1. Procedure: (S)-5-((dibenzylamino)methyl)-3-(3-fluoro-4-morpholinophenyl)oxazolidin-2-one (0.95 g, 2 mmol) and 0.5 g of 10 wt % Pd—C were added to 20 mL acetone and the air was replaced with N2. The reaction stirred under 5 Mpa hydrogen at room temperature (25° C.) for 5 hours. Filtered and the solvent was evaporated to provide 0.55 g of white solid in 93% yield. Starting materials: C(C1=CC=CC=C1)OC1=C2CCCC(C2=CC=C1)C(=O)N(CC=1C=NNC1)C1=CC=C(C=C1)C(C)C (5-benzyloxy-N-(4-isopropylphenyl)-N-[(pyrazol-4-yl)methyl]-1,2,3,4-tetrahydronaphthalene-1-carboxamide), BrC1CCCC1 (bromocyclopentane). Yields the product C(C1=CC=CC=C1)OC1=C2CCCC(C2=CC=C1)C(=O)N(C1=CC=C(C=C1)C(C)C)CC=1C=NN(C1)C1CCCC1 (5-benzyloxy-N-[(1-cyclopentylpyrazol-4-yl)methyl]-N-(4-isopropylphenyl)-1,2,3,4-tetrahydronaphthalene-1-carboxamide). Reaction SMILES: [CH2:1]([O:8][C:9]1[CH:18]=[CH:17][CH:16]=[C:15]2[C:10]=1[CH2:11][CH2:12][CH2:13][CH:14]2[C:19]([N:21]([C:28]1[CH:33]=[CH:32][C:31]([CH:34]([CH3:36])[CH3:35])=[CH:30][CH:29]=1)[CH2:22][C:23]1[CH:24]=[N:25][NH:26][CH:27]=1)=[O:20])[C:2]1[CH:7]=[CH:6][CH:5]=[CH:4][CH:3]=1.Br[CH:38]1[CH2:42][CH2:41][CH2:40][CH2:39]1>>[CH2:1]([O:8][C:9]1[CH:18]=[CH:17][CH:16]=[C:15]2[C:10]=1[CH2:11][CH2:12][CH2:13][CH:14]2[C:19]([N:21]([CH2:22][C:23]1[CH:27]=[N:26][N:25]([CH:38]2[CH2:42][CH2:41][CH2:40][CH2:39]2)[CH:24]=1)[C:28]1[CH:29]=[CH:30][C:31]([CH:34]([CH3:36])[CH3:35])=[CH:32][CH:33]=1)=[O:20])[C:2]1[CH:3]=[CH:4][CH:5]=[CH:6][CH:7]=1. Reported procedure: By the reaction and treatment in the same manner as in Example 83 using 5-benzyloxy-N-(4-isopropylphenyl)-N-[(pyrazol-4-yl)methyl]-1,2,3,4-tetrahydronaphthalene-1-carboxamide (0.50 mg) and bromocyclopentane (0.12 mL) as starting materials, 5-benzyloxy-N-[(1-cyclopentylpyrazol-4-yl)methyl]-N-(4-isopropylphenyl)-1,2,3,4-tetrahydronaphthalene-1-carboxamide (0.54 g) was obtained. By the reaction and treatment of this compound in the same manner as in Example 17, N-[(1-cyclopentylpyrazol-4-yl)methyl]... As a reaction SMILES: Br.C(O)(=O)CC.C1(O)C=CC=CC=1.[Br:14][C:15]1[CH:16]=[C:17]2[C:21](=[CH:22][CH:23]=1)[CH2:20][N:19](S(C1C=CC(C)=CC=1)(=O)=O)[CH2:18]2>O>[Br:14][C:15]1[CH:16]=[C:17]2[C:21](=[CH:22][CH:23]=1)[CH2:20][NH:19][CH2:18]2. Reaction conditions: time 10 hour. The product is BrC=1C=C2CNCC2=CC1 (5-bromoisoindoline). The solvent is O (water). Procedure: To a solution of aqueous hydrobromic acid (16 mL, 48% solution in water), propionic acid (2.8 mL) and phenol (2 g) was added 5-bromo-2-(p-tolylsulfonyl)isoindoline (2.4 g, 6.8 mmol). The resulting mixture was heated to reflux and stirred at this temperature for 10 hr then cooled to room temperature. This mixture was diluted with water (20 mL) and extracted with ether (2×50 mL). The aqueous extract was brought to pH 14 with 5M sodium hydroxide solution. This solution was extracted with ether (3×)... The reactants are Br (hydrobromic acid), C(CC)(=O)O (propionic acid), C1(=CC=CC=C1)O (phenol), BrC=1C=C2CN(CC2=CC1)S(=O)(=O)C1=CC=C(C=C1)C (5-bromo-2-(p-tolylsulfonyl)isoindoline).